Dataset: the Open Reaction Database (ORD), a public repository of structured organic reaction records. Task: describe an organic reaction: reactants, conditions, products, and yield Isolated yield 82.4%. The product is COC(CNC(C(=C)C)=O)OC (methacrylamidoacetaldehyde dimethylacetal). Conditions: temperature -10 celsius. Procedure: 220 g (5.5 mol) of sodium hydroxide are dissolved in 300 g of water and 700 g of ice in a 3-litre reactor having a stirrer and a cooling system. The sodium hydroxide solution is cooled to 10° C. and 526 g (5.0 mol) of aminoacetaldehyde dimethylacetal and 50 mg of 4-hydroxy-2,2,6,6-tetramethylpiperidin-1-oxide (radical inhibitor) are added. 548.6 g (5.5 mol) of methacrylic acid chloride are slowly added at 10° C. to the solution over a period of 3.5 hours. When the addition is complete, the pH va... Reagents/catalysts: OC1CC([NH+](C(C1)(C)C)[O-])(C)C (4-hydroxy-2,2,6,6-tetramethylpiperidin-1-oxide). RXN SMILES: [OH-].[Na+].[CH3:3][O:4][CH:5]([O:8][CH3:9])[CH2:6][NH2:7].[C:10](Cl)(=[O:14])[C:11]([CH3:13])=[CH2:12]>O.OC1CC(C)(C)[NH+]([O-])C(C)(C)C1>[CH3:3][O:4][CH:5]([O:8][CH3:9])[CH2:6][NH:7][C:10](=[O:14])[C:11]([CH3:13])=[CH2:12] |f:0.1|. The solvent is O (water). Starting materials: COC(CN)OC (aminoacetaldehyde dimethylacetal), ice, C(C(=C)C)(=O)Cl (methacrylic acid chloride), [OH-].[Na+] (sodium hydroxide), [OH-].[Na+] (sodium hydroxide), amine. Reaction conditions: temperature 21.5 celsius, time 3 hour. The solvent is C(C)(=O)O (acetic acid). As a reaction SMILES: [Br:1]Br.Cl.[NH:4]1[CH:8]=[C:7]([CH2:9][CH:10]2[C:18]3[C:13](=[CH:14][CH:15]=[C:16]([OH:19])[CH:17]=3)[CH2:12][CH2:11]2)[N:6]=[CH:5]1.O.[OH-].[NH4+]>C(O)(=O)C>[Br:1][C:15]1[CH:14]=[C:13]2[C:18]([CH:10]([CH2:9][C:7]3[N:6]=[CH:5][NH:4][CH:8]=3)[CH2:11][CH2:12]2)=[CH:17][C:16]=1[OH:19] |f:1.2,4.5|. Starting materials: [OH-].[NH4+] (ammonium hydroxide), BrBr (Bromine), Cl.N1C=NC(=C1)CC1CCC2=CC=C(C=C12)O (3-(1H-imidazol-4-ylmethyl)-indan-5-ol hydrochloride), O (water). Product: BrC1=C(C=C2C(CCC2=C1)CC=1N=CNC1)O (6-Bromo-3-(1H-imidazol-4-ylmethyl)-indan-5-ol). Procedure: Bromine (130 mg, 1 eq.) is added dropwise to a stirred suspension of 3-(1H-imidazol-4-ylmethyl)-indan-5-ol hydrochloride (130 mg) in acetic acid (6 ml). The mixture is stirred at 20-23° C. for 3 hours. The reaction mixture is then poured into water and is made alkaline with ammonium hydroxide solution. The product is extracted into ethyl acetate which is washed with water, dried with sodium sulfate and evaporated to dryness. The product is purified by flash chromatography using methylene chlorid...